Dataset: the Open Reaction Database (ORD), a public repository of structured organic reaction records. Task: describe an organic reaction: reactants, conditions, products, and yield Reaction SMILES: [Al+3:2].[C:7]1([CH2:15][C:16](=[O:17])[OH:18])=[CH:8][c:9]2[c:10]1[cH:11][cH:12][cH:13][cH:14]2.[H-:1].[H-:4].[H-:5].[H-:6].[Li+:3].[Na+:21].[O:22]1[CH2:23][CH2:24][CH2:25][CH2:26]1.[OH-:20].[OH2:19]>>[C:7]1([CH2:15][CH2:16][OH:17])=[CH:8][c:9]2[c:10]1[cH:11][cH:12][cH:13][cH:14]2. The reactants are [Al+3], O=C(O)CC1=Cc2ccccc21, [H-], [H-], [H-], [H-], [Li+], [Na+], C1CCOC1, [OH-], O. Yields the product OCCC1=Cc2ccccc21. The reactants are C1(=CC=CC=C1)S(=O)(=O)Cl (Benzenesulfonyl chloride), Cl.S1C2=C(C=C1N)C=CC=C2 (Benzo[b]thiophen-2-ylamine hydrochloride). Solvent: N1=CC=CC=C1 (pyridine). The product is S1C2=C(C=C1NS(=O)(=O)C1=CC=CC=C1)C=CC=C2 (N-Benzo[b]thiophen-2-yl-benzenesulfonamide). RXN SMILES: [C:1]1([S:7](Cl)(=[O:9])=[O:8])[CH:6]=[CH:5][CH:4]=[CH:3][CH:2]=1.Cl.[S:12]1[C:16]([NH2:17])=[CH:15][C:14]2[CH:18]=[CH:19][CH:20]=[CH:21][C:13]1=2>N1C=CC=CC=1>[S:12]1[C:16]([NH:17][S:7]([C:1]2[CH:6]=[CH:5][CH:4]=[CH:3][CH:2]=2)(=[O:9])=[O:8])=[CH:15][C:14]2[CH:18]=[CH:19][CH:20]=[CH:21][C:13]1=2 |f:1.2|. Run at time 2 hour. Procedure details: Benzenesulfonyl chloride (0.661 mL, 5.15 mmol) was added to a solution of compound 1-C (0.87 g, 4.69 mmol) in pyridine (10 mL) at 0° C. The ice bath was removed and the solution was stirred at ambient temperature for 2 h. The solvent was evaporated in vacuo, and the residue was partitioned between 2N HCl and dichloromethane. The organic layer was dried over magnesium sulfate and the solvent evaporated in vacuo. The residue was pre-absorbed on silica gel and purified by flash column chromatograph...